Dataset: the Open Reaction Database (ORD), a public repository of structured organic reaction records. Task: describe an organic reaction: reactants, conditions, products, and yield The reactants are C(=O)(O)CCCN([C@@H](C(C)C)C(=O)N[C@@H](C(C)C)C(=O)N(C)[C@H]([C@@H](CC(=O)N1[C@@H](CCC1)[C@@H]([C@H](C(=O)N[C@H](C(=O)OCC1=CC=CC=C1)[C@@H](C)C1=CC=CC=C1)C)OC)OC)[C@H](CC)C)C (N-(3-carboxypropyl)-N-methyl-L-valyl-N-[(3R,4S,5S)-1-{(2S)-2-[(1R,2R)-3-{[(2S,3S)-1-(benzyloxy)-1-oxo-3-phenylbutan-2-yl]amino}-1-methoxy-2-methyl-3-oxopropyl]pyrrolidin-1-yl}-3-methoxy-5-methyl-1-oxoheptan-4-yl]-N-methyl-L-valinamide), C(=O)(O)CCCN([C@@H](C(C)C)C(=O)N[C@@H](C(C)C)C(=O)N(C)[C@H]([C@@H](CC(=O)N1[C@@H](CCC1)[C@@H]([C@H](C(=O)N[C@H](C(=O)OCC1=CC=CC=C1)[C@@H](C)C1=CC=CC=C1)C)OC)OC)[C@H](CC)C)C (N-(3-carboxypropyl)-N-methyl-L-valyl-N-[(3R,4S,5S)-1-{(2S)-2-[(1R,2R)-3-{[(2S,3S)-1-(benzyloxy)-1-oxo-3-phenylbutan-2-yl]amino}-1-methoxy-2-methyl-3-oxopropyl]pyrrolidin-1-yl}-3-methoxy-5-methyl-1-oxoheptan-4-yl]-N-methyl-L-valinamide), ON1C(CCC1=O)=O (1-hydroxypyrrolidine-2,5-dione), Cl.CN(CCCN=C=NCC)C (1-(3-dimethylaminopropyl)-3-ethylcarbodiimide hydrochloride), Cl.CN(CCCN=C=NCC)C (1-(3-dimethylaminopropyl)-3-ethylcarbodiimide hydrochloride), ON1C(CCC1=O)=O (1-hydroxypyrrolidine-2,5-dione). Solvent: ClCCl (dichloromethane). Conditions: time 2 hour. The product is O=C1N(C(CC1)=O)OC(CCCN([C@@H](C(C)C)C(=O)N[C@@H](C(C)C)C(=O)N(C)[C@H]([C@@H](CC(=O)N1[C@@H](CCC1)[C@@H]([C@H](C(=O)N[C@H](C(=O)OCC1=CC=CC=C1)[C@@H](C)C1=CC=CC=C1)C)OC)OC)[C@H](CC)C)C)=O (N-{4-[(2,5-dioxopyrrolidin-1-yl)oxy]-4-oxobutyl}-N-methyl-L-valyl-N-[(3R,4S,5S)-1-{(2S)-2-[(1R,2R)-3-{[(2S,3S)-1-(benzyloxy)-1-oxo-3-phenylbutan-2-yl]amino}-1-methoxy-2-methyl-3-oxopropyl]pyrrolidin-1-yl}-3-methoxy-5-methyl-1-oxoheptan-4-yl]-N-methyl-L-valinamide). Reaction SMILES: [C:1]([CH2:4][CH2:5][CH2:6][N:7]([CH3:66])[C@H:8]([C:12]([NH:14][C@H:15]([C:19]([N:21]([C@@H:23]([C@@H:62]([CH3:65])[CH2:63][CH3:64])[C@H:24]([O:60][CH3:61])[CH2:25][C:26]([N:28]1[CH2:32][CH2:31][CH2:30][C@H:29]1[C@H:33]([O:58][CH3:59])[C@@H:34]([CH3:57])[C:35]([NH:37][C@@H:38]([C@H:49]([C:51]1[CH:56]=[CH:55][CH:54]=[CH:53][CH:52]=1)[CH3:50])[C:39]([O:41][CH2:42][C:43]1[CH:48]=[CH:47][CH:46]=[CH:45][CH:44]=1)=[O:40])=[O:36])=[O:27])[CH3:22])=[O:20])[CH:16]([CH3:18])[CH3:17])=[O:13])[CH:9]([CH3:11])[CH3:10])([OH:3])=[O:2].O[N:68]1[C:72](=[O:73])[CH2:71][CH2:70][C:69]1=[O:74].Cl.CN(C)CCCN=C=NCC>ClCCl>[O:74]=[C:69]1[CH2:70][CH2:71][C:72](=[O:73])[N:68]1[O:2][C:1](=[O:3])[CH2:4][CH2:5][CH2:6][N:7]([CH3:66])[C@H:8]([C:12]([NH:14][C@H:15]([C:19]([N:21]([C@@H:23]([C@@H:62]([CH3:65])[CH2:63][CH3:64])[C@H:24]([O:60][CH3:61])[CH2:25][C:26]([N:28]1[CH2:32][CH2:31][CH2:30][C@H:29]1[C@H:33]([O:58][CH3:59])[C@@H:34]([CH3:57])[C:35]([NH:37][C@@H:38]([C@H:49]([C:51]1[CH:56]=[CH:55][CH:54]=[CH:53][CH:52]=1)[CH3:50])[C:39]([O:41][CH2:42][C:43]1[CH:48]=[CH:47][CH:46]=[CH:45][CH:44]=1)=[O:40])=[O:36])=[O:27])[CH3:22])=[O:20])[CH:16]([CH3:18])[CH3:17])=[O:13])[CH:9]([CH3:11])[CH3:10] |f:2.3|. Reported procedure: 16 mg (17 μmol) of N-(3-carboxypropyl)-N-methyl-L-valyl-N-[(3R,4S,5S)-1-{(2S)-2-[(1R,2R)-3-{[(2S,3S)-1-(benzyloxy)-1-oxo-3-phenylbutan-2-yl]amino}-1-methoxy-2-methyl-3-oxopropyl]pyrrolidin-1-yl}-3-methoxy-5-methyl-1-oxoheptan-4-yl]-N-methyl-L-valinamide (Intermediate 70) were dissolved in 2 ml of dichloromethane and admixed with 2.6 mg (23 mmol) of 1-hydroxypyrrolidine-2,5-dione and then with 4 mg (21 μmol) of 1-(3-dimethylaminopropyl)-3-ethylcarbodiimide hydrochloride. After stirring at RT for ... Yields the product NC1=C(C(=NC2=CC=CC(=C12)OC[C@H](CC)N)C)C(=O)OCC ((S)-ethyl 4-amino-5-(2-aminobutoxy)-2-methylquinoline-3-carboxylate). Procedure details: Prepared as in Example 2a from (S)-benzyl 1-(3-amino-2-cyanophenoxy)butan-2-ylcarbamate (Example 97c) and ethyl 3-oxobutanoate as brown solid (75%). MS 318 (MH+). Starting materials: NC=1C(=C(OC[C@H](CC)NC(OCC2=CC=CC=C2)=O)C=CC1)C#N ((S)-benzyl 1-(3-amino-2-cyanophenoxy)butan-2-ylcarbamate), O=C(CC(=O)OCC)C (ethyl 3-oxobutanoate). RXN SMILES: [NH2:1][C:2]1[C:3]([C:24]#[N:25])=[C:4]([CH:21]=[CH:22][CH:23]=1)[O:5][CH2:6][C@@H:7]([NH:10]C(=O)OCC1C=CC=CC=1)[CH2:8][CH3:9].O=[C:27]([CH3:34])[CH2:28][C:29]([O:31][CH2:32][CH3:33])=[O:30]>>[NH2:25][C:24]1[C:3]2[C:2](=[CH:23][CH:22]=[CH:21][C:4]=2[O:5][CH2:6][C@@H:7]([NH2:10])[CH2:8][CH3:9])[N:1]=[C:27]([CH3:34])[C:28]=1[C:29]([O:31][CH2:32][CH3:33])=[O:30]. Starting materials: C#C, [Li], N, CC1=CC(=O)CC(C)(C)C1=O. Product: C#CC1(O)C(C)=CC(=O)CC1(C)C. RXN SMILES: [CH:2]#[CH:3].[Li:1].[NH3:15].[O:4]=[C:5]1[C:6]([CH3:14])=[CH:7][C:8](=[O:9])[CH2:10][C:11]1([CH3:12])[CH3:13]>>[C:2](#[CH:3])[C:5]1([OH:4])[C:6]([CH3:14])=[CH:7][C:8](=[O:9])[CH2:10][C:11]1([CH3:12])[CH3:13]. The reactants are C(CC)P(OC)(=O)C1=C(C=CC(=C1)OC1=C(C=C(C=C1)C(F)(F)F)Cl)[N+](=O)[O-] (methyl P-n-propyl-2-nitro-5-(2-chloro-4-trifluoromethylphenoxy)phenylphosphinate), Cl (HCl). Yields the product C(CC)P(O)(=O)C1=C(C=CC(=C1)OC1=C(C=C(C=C1)C(F)(F)F)Cl)[N+](=O)[O-] (P-n-propyl-2-nitro-5-(2-chloro-4-trifluoromethylphenoxy)phenylphosphinic acid). As a reaction SMILES: [CH2:1]([P:4]([C:8]1[CH:13]=[C:12]([O:14][C:15]2[CH:20]=[CH:19][C:18]([C:21]([F:24])([F:23])[F:22])=[CH:17][C:16]=2[Cl:25])[CH:11]=[CH:10][C:9]=1[N+:26]([O-:28])=[O:27])(=[O:7])[O:5]C)[CH2:2][CH3:3].Cl>>[CH2:1]([P:4]([C:8]1[CH:13]=[C:12]([O:14][C:15]2[CH:20]=[CH:19][C:18]([C:21]([F:22])([F:24])[F:23])=[CH:17][C:16]=2[Cl:25])[CH:11]=[CH:10][C:9]=1[N+:26]([O-:28])=[O:27])(=[O:5])[OH:7])[CH2:2][CH3:3]. Procedure: Following the method of Example 3 or Example 13, methyl P-n-propyl-2-nitro-5-(2-chloro-4-trifluoromethylphenoxy)phenylphosphinate and 6N HCl are reacted to give P-n-propyl-2-nitro-5-(2-chloro-4-trifluoromethylphenoxy)phenylphosphinic acid. Reactants: COC(=O)C1(SCc2ccc(OC)cc2)Cc2cocc2C1, CCO, [K+], C1CCOC1, [OH-], O. Yields the product COc1ccc(CSC2(C(=O)O)Cc3cocc3C2)cc1. As a reaction SMILES: [C:1](=[O:2])([O:3][CH3:4])[C:5]1([S:13][CH2:14][c:15]2[cH:16][cH:17][c:18]([O:21][CH3:22])[cH:19][cH:20]2)[CH2:6][c:7]2[c:8]([cH:9][o:10][cH:11]2)[CH2:12]1.[CH3:25][CH2:26][OH:27].[K+:24].[O:29]1[CH2:30][CH2:31][CH2:32][CH2:33]1.[OH-:23].[OH2:28]>>[C:1](=[O:2])([OH:3])[C:5]1([S:13][CH2:14][c:15]2[cH:16][cH:17][c:18]([O:21][CH3:22])[cH:19][cH:20]2)[CH2:6][c:7]2[c:8]([cH:9][o:10][cH:11]2)[CH2:12]1. The reactants are C1COCCO1, CN(Cc1cc2ccccc2n1C)C(=O)C=Cc1ccc(N)nc1, O=C1CCC(=O)O1. Product: CN(Cc1cc2ccccc2n1C)C(=O)C=Cc1ccc(N2C(=O)CCC2=O)nc1. RXN SMILES: [CH2:32]1[O:33][CH2:34][CH2:35][O:36][CH2:37]1.[NH2:1][c:2]1[cH:3][cH:4][c:5]([CH:8]=[CH:9][C:10](=[O:11])[N:12]([CH2:13][c:14]2[n:15]([CH3:23])[c:16]3[cH:17][cH:18][cH:19][cH:20][c:21]3[cH:22]2)[CH3:24])[cH:6][n:7]1.[O:25]=[C:26]1[CH2:27][CH2:28][C:29](=[O:30])[O:31]1>>[N:1]1([c:2]2[cH:3][cH:4][c:5]([CH:8]=[CH:9][C:10](=[O:11])[N:12]([CH2:13][c:14]3[n:15]([CH3:23])[c:16]4[cH:17][cH:18][cH:19][cH:20][c:21]4[cH:22]3)[CH3:24])[cH:6][n:7]2)[C:26](=[O:25])[CH2:27][CH2:28][C:29]1=[O:30].